Dataset: the Open Reaction Database (ORD), a public repository of structured organic reaction records. Task: describe an organic reaction: reactants, conditions, products, and yield Reactants: C(C)(C)(C)OC(C(C)(C)SC=1SC=C(N1)CCOC1=C(C=C(C=C1)C1=CC=C(C=C1)F)[N+](=O)[O-])=O (2-[(4-{2-[(4′-fluoro-3-nitrobiphenyl-4-yl)oxy]ethyl}-1,3-thiazol-2-yl)thio]-2-methylpropionic acid tert-butyl ester), O.NN (hydrazine monohydrate). Reagents/catalysts: [Fe](Cl)Cl (iron chloride). Solvent: CO (methanol). Yields the product C(C)(C)(C)OC(C(C)(C)SC=1SC=C(N1)CCOC1=C(C=C(C=C1)C1=CC=C(C=C1)F)N)=O (2-[(4-{2-[(3-amino-4′-fluorobiphenyl-4-yl)oxy]ethyl}-1,3-thiazol-2-yl)thio]-2-methylpropionic acid tert-butyl ester). Yield: 79.6%. RXN SMILES: [C:1]([O:5][C:6](=[O:35])[C:7]([S:10][C:11]1[S:12][CH:13]=[C:14]([CH2:16][CH2:17][O:18][C:19]2[CH:24]=[CH:23][C:22]([C:25]3[CH:30]=[CH:29][C:28]([F:31])=[CH:27][CH:26]=3)=[CH:21][C:20]=2[N+:32]([O-])=O)[N:15]=1)([CH3:9])[CH3:8])([CH3:4])([CH3:3])[CH3:2].O.NN>CO.[Fe](Cl)Cl>[C:1]([O:5][C:6](=[O:35])[C:7]([S:10][C:11]1[S:12][CH:13]=[C:14]([CH2:16][CH2:17][O:18][C:19]2[CH:24]=[CH:23][C:22]([C:25]3[CH:30]=[CH:29][C:28]([F:31])=[CH:27][CH:26]=3)=[CH:21][C:20]=2[NH2:32])[N:15]=1)([CH3:9])[CH3:8])([CH3:2])([CH3:3])[CH3:4] |f:1.2|. Procedure: 2-[(4-{2-[(4′-Fluoro-3-nitrobiphenyl-4-yl)oxy]ethyl}-1,3-thiazol-2-yl)thio]-2-methylpropionic acid tert-butyl ester (2.0 g) obtained in Example 97-2 was dissolved in methanol (20 mL), a catalytic amount of iron chloride (III) (62 mg), activated carbon (1.0 g) and hydrazine monohydrate (580 mg) were successively added, and the mixture was heated under reflux for 3 hr. The mixture was filtered through celite, methanol was evaporated under reduced pressure, and the residue was extracted with ethyl ... Starting materials: N1=C(N=CC=C1)CCCC=O (4-pyrimidin-2-ylbutanal), CS(=O)(=O)N1CCN(CC1)C1=NC=C(C=N1)OCC(F)(F)F (2-[4-(methylsulfonyl)piperazin-1-yl]-5-(2,2,2-trifluoroethoxy)pyrimidine), P(=O)(OCC)(OCC)Cl (Diethyl chlorophosphate), [Li+].C[Si](C)(C)[N-][Si](C)(C)C (LHMDS). The solvent is C1CCOC1 (THF), C1CCOC1 (THF). Reaction conditions: temperature -20 celsius, time 15 minute. Yields the product N1=C(N=CC=C1)CCC/C=C/S(=O)(=O)N1CCN(CC1)C1=NC=C(C=N1)OCC(F)(F)F (2-(4-{[(1E)-5-pyrimidin-2-ylpent-1-en-1-yl]sulfonyl}piperazin-1-yl)-5-(2,2,2-trifluoroethoxy)pyrimidine). The yield is 95.6%. Reaction SMILES: [CH3:1][S:2]([N:5]1[CH2:10][CH2:9][N:8]([C:11]2[N:16]=[CH:15][C:14]([O:17][CH2:18][C:19]([F:22])([F:21])[F:20])=[CH:13][N:12]=2)[CH2:7][CH2:6]1)(=[O:4])=[O:3].[Li+].C[Si]([N-][Si](C)(C)C)(C)C.P(Cl)(OCC)(OCC)=O.[N:42]1[CH:47]=[CH:46][CH:45]=[N:44][C:43]=1[CH2:48][CH2:49][CH2:50][CH:51]=O>C1COCC1>[N:42]1[CH:47]=[CH:46][CH:45]=[N:44][C:43]=1[CH2:48][CH2:49][CH2:50]/[CH:51]=[CH:1]/[S:2]([N:5]1[CH2:6][CH2:7][N:8]([C:11]2[N:12]=[CH:13][C:14]([O:17][CH2:18][C:19]([F:22])([F:20])[F:21])=[CH:15][N:16]=2)[CH2:9][CH2:10]1)(=[O:4])=[O:3] |f:1.2|. Reported procedure: To a stirred suspension of 2-[4-(methylsulfonyl)piperazin-1-yl]-5-(2,2,2-trifluoroethoxy)pyrimidine (850 mg, 2.50 mmol) in THF (25 mL) at −78° C. was added LHMDS (5.5 mL, 5.5 mmol) dropwise and the reaction stirred for 15 minutes. Diethyl chlorophosphate (0.4 mL, 2.75 mmol) was then added and stirred for 15 minutes. The solution was then treated drop wise with a solution of 4-pyrimidin-2-ylbutanal (413 mg, 2.75 mmol) in THF (5 mL), allowed to warm to −20° C. and stirred for 1 hour. The reaction ...